Dataset: the Open Reaction Database (ORD), a public repository of structured organic reaction records. Task: describe an organic reaction: reactants, conditions, products, and yield The reactants are CCC(CC(CC)=O)=O (3,5-heptanedione), CS(=O)C (dimethylsulphoxide), Cl[Si](C)(C)C (Chlorotrimethylsilane). Reagents/catalysts: [Br-].C(CCC)[N+](CCCC)(CCCC)CCCC (tetrabutylammonium bromide). The solvent is C(C)#N (acetonitrile), O (water). Run at time 4 hour. The product is ClC(C(CC)=O)C(CC)=O (4-Chloro-3,5-heptanedione). The yield is 43.4%. RXN SMILES: [Cl:1][Si](C)(C)C.[CH3:6][CH2:7][C:8](=[O:14])[CH2:9][C:10](=[O:13])[CH2:11][CH3:12].CS(C)=O>[Br-].C([N+](CCCC)(CCCC)CCCC)CCC.C(#N)C.O>[Cl:1][CH:9]([C:8](=[O:14])[CH2:7][CH3:6])[C:10](=[O:13])[CH2:11][CH3:12] |f:3.4|. Procedure: Chlorotrimethylsilane (29.7 ml, 0.234 mol) was added dropwise to a stirred pale yellow solution of tetrabutylammonium bromide (1.26 g, 3.9 mmol) in dry acetonitrile (116 ml) at room temperature under nitrogen. The resulting solution was cooled in ice and 3,5-heptanedione (10.6 ml, 78.0 mmol) and then dry dimethylsulphoxide (16.6 ml, 0.234 mol) were added dropwise over 5 minutes producing a yellow solution which was allowed to warm slowly to room temperature, with stirring, over 4 hours. The mixt... Reactants: CC=1NC=2C(CCCC2C1C(=O)O)=O (2-methyl-7-oxo-4,5,6,7-tetrahydro-1H-indole-3-carboxylic acid), CN(CCN)C (N1,N1-dimethylethane-1,2-diamine). Product: CN(CCNC(=O)C1=C(NC=2C(CCCC12)=O)C)C (N-(2-(dimethylamino)ethyl)-2-methyl-7-oxo-4,5,6,7-tetrahydro-1H-indole-3-carboxamide). Yield: 79.7%. RXN SMILES: [CH3:1][C:2]1[NH:3][C:4]2[C:5](=[O:14])[CH2:6][CH2:7][CH2:8][C:9]=2[C:10]=1[C:11]([OH:13])=O.[CH3:15][N:16]([CH3:20])[CH2:17][CH2:18][NH2:19]>>[CH3:15][N:16]([CH3:20])[CH2:17][CH2:18][NH:19][C:11]([C:10]1[C:9]2[CH2:8][CH2:7][CH2:6][C:5](=[O:14])[C:4]=2[NH:3][C:2]=1[CH3:1])=[O:13]. Procedure details: Similar procedure as Example 2, 2-methyl-7-oxo-4,5,6,7-tetrahydro-1H-indole-3-carboxylic acid (S4) 0.2 g (1.0 mmol) and N1,N1-dimethylethane-1,2-diamine 0.19 g (2.1 mmol) was reacted to give 0.21 g (80%) of the titled compound as a white solid. Reactants: CCO, Cc1cc([N+](=O)[O-])c(N)c([N+](=O)[O-])c1, O. Yields the product Cc1cc(N)c(N)c([N+](=O)[O-])c1. Reaction SMILES: [CH3:15][CH2:16][OH:17].[CH3:1][c:2]1[cH:3][c:4]([N+:12]([O-:13])=[O:14])[c:5]([NH2:6])[c:7]([N+:9](=[O:10])[O-:11])[cH:8]1.[OH2:18]>>[CH3:1][c:2]1[cH:3][c:4]([NH2:12])[c:5]([NH2:6])[c:7]([N+:9](=[O:10])[O-:11])[cH:8]1. Starting materials: COC=1C=C(C=CC1OC)C(C#N)(CCCCCN1CC2=CC(=C(C=C2CC1)OC)O[Si](C)(C)C(C)(C)C)SC1=CC=C(C=C1)C (α-(3,4-dimethoxyphenyl)-7-[[(1,1-dimethylethyl)dimethylsilyl]oxy]-3,4-dihydro-6-methoxy-α-[(4-methylphenyl)thio]-2(1H)isoquinolineheptanenitrile), solution, [F-].C(CCC)[N+](CCCC)(CCCC)CCCC (tetrabutylammonium fluoride). Run in O1CCCC1 (tetrahydrofuran), O1CCCC1 (tetrahydrofuran). Conditions: time 5 hour. Product: COC=1C=C(C=CC1OC)C(C#N)(CCCCCN1CC2=CC(=C(C=C2CC1)OC)O)SC1=CC=C(C=C1)C (α-(3,4-Dimethoxyphenyl)-3,4-dihydro-7-hydroxy-6-methoxy-α-[(4-methylphenyl)thio]-2(1H)-isoquinoline-heptanenitrile). The yield is 100.3%. As a reaction SMILES: [CH3:1][O:2][C:3]1[CH:4]=[C:5]([C:11]([S:39][C:40]2[CH:45]=[CH:44][C:43]([CH3:46])=[CH:42][CH:41]=2)([CH2:14][CH2:15][CH2:16][CH2:17][CH2:18][N:19]2[CH2:28][CH2:27][C:26]3[C:21](=[CH:22][C:23]([O:31][Si](C(C)(C)C)(C)C)=[C:24]([O:29][CH3:30])[CH:25]=3)[CH2:20]2)[C:12]#[N:13])[CH:6]=[CH:7][C:8]=1[O:9][CH3:10].[F-].C([N+](CCCC)(CCCC)CCCC)CCC>O1CCCC1>[CH3:1][O:2][C:3]1[CH:4]=[C:5]([C:11]([S:39][C:40]2[CH:41]=[CH:42][C:43]([CH3:46])=[CH:44][CH:45]=2)([CH2:14][CH2:15][CH2:16][CH2:17][CH2:18][N:19]2[CH2:28][CH2:27][C:26]3[C:21](=[CH:22][C:23]([OH:31])=[C:24]([O:29][CH3:30])[CH:25]=3)[CH2:20]2)[C:12]#[N:13])[CH:6]=[CH:7][C:8]=1[O:9][CH3:10] |f:1.2|. Procedure: To a solution of 1.0 g of α-(3,4-dimethoxyphenyl)-7-[[(1,1-dimethylethyl)dimethylsilyl]oxy]-3,4-dihydro-6-methoxy-α-[(4-methylphenyl)thio]-2(1H)isoquinolineheptanenitrile in 30 mL of tetrahydrofuran is added 3.02 mL of a 1.0M solution of tetrabutylammonium fluoride in tetrahydrofuran. This is sealed and stirred for 5 hours. The reaction mixture is evaporated and the residue taken up in ethyl acetate. The solution is washed three times with water, and the organic phase is separated and evaporated...